From a dataset of the Open Reaction Database (ORD), a public repository of structured organic reaction records. describe an organic reaction: reactants, conditions, products, and yield The reactants are CC(=O)Cl, Nc1cccc(CN2CCC3(CC2)C(NC2CCCCC2)=NC(=O)N3c2cccc(F)c2)c1, ClCCl, [K+], [K+], O=C([O-])[O-]. Product: CC(=O)Nc1cccc(CN2CCC3(CC2)C(NC2CCCCC2)=NC(=O)N3c2cccc(F)c2)c1. Reaction SMILES: [CH3:34][C:35]([Cl:36])=[O:37].[CH:1]1([NH:7][C:8]2=[N:9][C:10](=[O:33])[N:11]([c:26]3[cH:27][c:28]([F:32])[cH:29][cH:30][cH:31]3)[C:12]23[CH2:13][CH2:14][N:15]([CH2:18][c:19]2[cH:20][c:21]([NH2:25])[cH:22][cH:23][cH:24]2)[CH2:16][CH2:17]3)[CH2:2][CH2:3][CH2:4][CH2:5][CH2:6]1.[Cl:44][CH2:45][Cl:46].[K+:38].[K+:39].[O-:40][C:41]([O-:42])=[O:43]>>[CH:1]1([NH:7][C:8]2=[N:9][C:10](=[O:33])[N:11]([c:26]3[cH:27][c:28]([F:32])[cH:29][cH:30][cH:31]3)[C:12]23[CH2:13][CH2:14][N:15]([CH2:18][c:19]2[cH:20][c:21]([NH:25][C:35]([CH3:34])=[O:37])[cH:22][cH:23][cH:24]2)[CH2:16][CH2:17]3)[CH2:2][CH2:3][CH2:4][CH2:5][CH2:6]1. Starting materials: [Cl-].[NH4+] (ammonium chloride), FC1=C(C=O)C=C(C=C1)F (2,5-difluorobenzaldehyde), C(C)(C)[Mg]Cl (isopropylmagnesium chloride), C(C=C)OC=1C(=NC=CC1)Br (3-allyloxy-2-bromopyridine). The solvent is O1CCCC1 (tetrahydrofuran), O1CCCC1 (tetrahydrofuran). Run at time 60 minute. Product: C(C=C)OC=1C(=NC=CC1)C(O)C1=C(C=CC(=C1)F)F (3-Allyloxy-2-[(2,5-difluorophenyl)-hydroxymethyl]pyridine). Reaction SMILES: C([Mg]Cl)(C)C.[CH2:6]([O:9][C:10]1[C:11](Br)=[N:12][CH:13]=[CH:14][CH:15]=1)[CH:7]=[CH2:8].[F:17][C:18]1[CH:25]=[CH:24][C:23]([F:26])=[CH:22][C:19]=1[CH:20]=[O:21].[Cl-].[NH4+]>O1CCCC1>[CH2:6]([O:9][C:10]1[C:11]([CH:20]([C:19]2[CH:22]=[C:23]([F:26])[CH:24]=[CH:25][C:18]=2[F:17])[OH:21])=[N:12][CH:13]=[CH:14][CH:15]=1)[CH:7]=[CH2:8] |f:3.4|. Procedure details: Under an argon atmosphere, a tetrahydrofuran solution (1.5 ml, 3 mmol) of isopropylmagnesium chloride was added dropwise to a tetrahydrofuran (2 ml) solution of 3-allyloxy-2-bromopyridine (642 mg, 3 mmol) under ice cooling. The resulting mixture was stirred at room temperature for 60 minutes. Under ice cooling, 2,5-difluorobenzaldehyde (328 μl, 3 mmol) was added dropwise to the resulting brown solution. The temperature of the reaction mixture was raised gradually to room temperature. A saturated... Reaction SMILES: [CH2:1]([c:2]1[cH:3][cH:4][cH:5][cH:6][cH:7]1)[O:8][C:9](=[O:10])[NH:11][CH2:12][C:13]([CH2:14][C:15](=[O:16])[O:17][CH2:18][CH3:19])=[O:20].[CH3:21][CH2:22][OH:23]>>[CH2:1]([c:2]1[cH:3][cH:4][cH:5][cH:6][cH:7]1)[O:8][C:9](=[O:10])[NH:11][CH2:12][CH:13]([CH2:14][C:15](=[O:16])[O:17][CH2:18][CH3:19])[OH:20]. The product is CCOC(=O)CC(O)CNC(=O)OCc1ccccc1. Starting materials: CCOC(=O)CC(=O)CNC(=O)OCc1ccccc1, CCO. The reactants are NC1=C(C(=NN1C(CCC)CCCCCC)CCC)C(=O)N (5-amino-3-propyl-1-(4-decyl)-1H-pyrazole-4-carboxamide), C1OC=2C=C(C=CC2O1)CC(=O)OC (methyl 3,4-methylenedioxyphenylacetate), [O-]CC.[Na+] (sodium ethoxide), C(O)([O-])=O.[Na+] (sodium hydrogen carbonate). Solvent: ClCCl (dichloromethane). Product: C1OC=2C=C(CC=3NC(C4=C(N3)N(N=C4CCC)C(CCC)CCCCCC)=O)C=CC2O1 (6-(3,4-Methylenedioxy-benzyl)-1-(4-decyl)-3-propyl-1,5-dihydro-pyrazolo[3,4-d]pyrimidin-4-one). Isolated yield 47.7%. RXN SMILES: [NH2:1][C:2]1[N:6]([CH:7]([CH2:11][CH2:12][CH2:13][CH2:14][CH2:15][CH3:16])[CH2:8][CH2:9][CH3:10])[N:5]=[C:4]([CH2:17][CH2:18][CH3:19])[C:3]=1[C:20]([NH2:22])=[O:21].[CH2:23]1[O:31][C:30]2[CH:29]=[CH:28][C:27]([CH2:32][C:33](OC)=O)=[CH:26][C:25]=2[O:24]1.[O-]CC.[Na+].C(=O)([O-])O.[Na+]>ClCCl>[CH2:23]1[O:31][C:30]2[CH:29]=[CH:28][C:27]([CH2:32][C:33]3[NH:22][C:20](=[O:21])[C:3]4[C:4]([CH2:17][CH2:18][CH3:19])=[N:5][N:6]([CH:7]([CH2:11][CH2:12][CH2:13][CH2:14][CH2:15][CH3:16])[CH2:8][CH2:9][CH3:10])[C:2]=4[N:1]=3)=[CH:26][C:25]=2[O:24]1 |f:2.3,4.5|. Reported procedure: 6 mg (0.019 mmol) of 5-amino-3-propyl-1-(4-decyl)-1H-pyrazole-4-carboxamide and 20 mg (0.103 mmol) of methyl 3,4-methylenedioxyphenylacetate are refluxed for 6 hours in 0.3 ml of a 0.5M ethanolic sodium ethoxide solution. After dichloromethane and saturated aqueous sodium hydrogen carbonate solution have been added, the phases are separated. Purification by chromatography gives 4.1 mg (47%) of a solid, Rf=0.68 (dichloromethane/methanol=15:1).